This data is from the Open Reaction Database (ORD), a public repository of structured organic reaction records. The task is: describe an organic reaction: reactants, conditions, products, and yield As a reaction SMILES: [Br:1][c:2]1[cH:3][cH:4][c:5]2[cH:6][cH:7][nH:8][c:9]2[cH:10]1.[C:16](=[O:17])([O-:18])[O-:19].[CH2:11]1[CH2:12][CH2:13][NH:14][CH2:15]1.[CH3:30][S:31]([CH3:32])=[O:33].[Cs+:20].[Cs+:21].[Cu:34][I:35].[OH:22][C:23]([CH:24]1[NH:25][CH2:26][CH2:27][CH2:28]1)=[O:29]>>[c:2]1([N:14]2[CH2:13][CH2:12][CH2:11][CH2:15]2)[cH:3][cH:4][c:5]2[cH:6][cH:7][nH:8][c:9]2[cH:10]1. Product: c1cc2ccc(N3CCCC3)cc2[nH]1. The reactants are Brc1ccc2cc[nH]c2c1, O=C([O-])[O-], C1CCNC1, CS(C)=O, [Cs+], [Cs+], [Cu]I, O=C(O)C1CCCN1. Starting materials: O1CCCC1 (tetrahydrofuran), ClC1=CC=C(C=C1)NC(=O)C=1C=CC2=C(SC(=C2C(=O)C2=CC=C(C=C2)OCCN2CCCCC2)C2=CC=C(C=C2)C(NC2=CC=C(C=C2)Cl)=O)C1 ([6-[N-(4-Chlorophenyl)carbamoyl]-2-[4-[N-(4-chlorophenyl)carbamoyl]phenyl]benzo[b]thien-3-yl][4-[2-(1-piperidinyl)ethoxy]-phenyl] methanone), Cl (hydrogen chloride). The solvent is CCOCC (ether), CCOCC (ether). Product: Cl.ClC1=CC=C(C=C1)NC(=O)C=1C=CC2=C(SC(=C2C(=O)C2=CC=C(C=C2)OCCN2CCCCC2)C2=CC=C(C=C2)C(NC2=CC=C(C=C2)Cl)=O)C1 ([6-[N-(4-chlorophenyl)carbamoyl]-2-[4-[N-(4-chlorophenyl)carbamoyl]phenyl]benzo[b]thien-3-yl][4-[2-(1-piperidinyl)ethoxy]phenyl] methanone hydrochloride). Yield: 122.7%. Reaction SMILES: [Cl:1][C:2]1[CH:7]=[CH:6][C:5]([NH:8][C:9]([C:11]2[CH:12]=[CH:13][C:14]3[C:18]([C:19]([C:21]4[CH:26]=[CH:25][C:24]([O:27][CH2:28][CH2:29][N:30]5[CH2:35][CH2:34][CH2:33][CH2:32][CH2:31]5)=[CH:23][CH:22]=4)=[O:20])=[C:17]([C:36]4[CH:41]=[CH:40][C:39]([C:42](=[O:51])[NH:43][C:44]5[CH:49]=[CH:48][C:47]([Cl:50])=[CH:46][CH:45]=5)=[CH:38][CH:37]=4)[S:16][C:15]=3[CH:52]=2)=[O:10])=[CH:4][CH:3]=1.O1CCCC1.Cl>CCOCC>[ClH:1].[Cl:1][C:2]1[CH:7]=[CH:6][C:5]([NH:8][C:9]([C:11]2[CH:12]=[CH:13][C:14]3[C:18]([C:19]([C:21]4[CH:22]=[CH:23][C:24]([O:27][CH2:28][CH2:29][N:30]5[CH2:35][CH2:34][CH2:33][CH2:32][CH2:31]5)=[CH:25][CH:26]=4)=[O:20])=[C:17]([C:36]4[CH:41]=[CH:40][C:39]([C:42](=[O:51])[NH:43][C:44]5[CH:45]=[CH:46][C:47]([Cl:50])=[CH:48][CH:49]=5)=[CH:38][CH:37]=4)[S:16][C:15]=3[CH:52]=2)=[O:10])=[CH:4][CH:3]=1 |f:4.5|. Procedure: 4.01 g of [6-[N-(4-Chlorophenyl)carbamoyl]-2-[4-[N-(4-chlorophenyl)carbamoyl]phenyl]benzo[b]thien-3-yl][4-[2-(1-piperidinyl)ethoxy]-phenyl] methanone was dissolved in 200 ml of ether and a small amount of tetrahydrofuran added to affect solution. A solution of ether, which had been saturated with hydrogen chloride, was added until no further precipitate formed. The reaction mixture was evaporated to dryness and triturated with ether several times. An attempt was made to crystalize the salt from ...